Dataset: the Open Reaction Database (ORD), a public repository of structured organic reaction records. Task: describe an organic reaction: reactants, conditions, products, and yield Reactants: Cl (hydrochloric acid), C(C)(=O)OCC (ethyl acetate), C(CS)(=O)O (thioglycolic acid), [H-].[Na+] (sodium hydride), ClC1=NC(=CC=C1)C#N (2-Chloro-6-cyanopyridine). The solvent is CN(C)C=O (DMF). Reaction conditions: time 1 hour. The product is C(#N)C1=CC=CC(=N1)CC(=S)O ((6-Cyano-2-pyridyl)thioacetic acid). The yield is 47.0%. Reaction SMILES: C(O)(=O)C[SH:3].[H-].[Na+].Cl[C:9]1[CH:14]=[CH:13][CH:12]=[C:11]([C:15]#[N:16])[N:10]=1.Cl.[C:18]([O:21]CC)(=O)[CH3:19]>CN(C=O)C>[C:15]([C:11]1[N:10]=[C:9]([CH2:19][C:18]([OH:21])=[S:3])[CH:14]=[CH:13][CH:12]=1)#[N:16] |f:1.2|. Procedure: A mixture of thioglycolic acid (6.91 g, 75.0 mmol), sodium hydride (60% in oil, 6.00 g, 150.0 mmol) and DMF (100 ml) was stirred at room temperature for 1 hr. 2-Chloro-6-cyanopyridine (7.00 g, 50.0 mmol) was added thereto, and the mixture was stirred at room temperature for 18 hrs. The reaction mixture was combined with ethyl acetate and 10% hydrochloric acid. The organic layer was washed with saturated brine and dried over anhydrous magnesium sulfate. The solvent was evaporated to give the titl... Starting materials: BrC=1C=CC(=NC1)N (5-bromo-2-pyridinamine), BrC=1C=CC(=C(C1)NC(OC(C)(C)C)=O)OC (tert-butyl N-(5-bromo-2-methoxyphenyl)carbamate), C(C)(=O)OCC.CCCCCCC (ethyl acetate heptane), CO[C@H]1[C@@H](C[C@@H]2CN3CCC4=C([C@H]3C[C@@H]2[C@@H]1C(=O)OC)NC5=C4C=CC(=C5)OC)OC(=O)C6=CC(=C(C(=C6)OC)OC)OC (Hypersil). Run in C(C)#N (acetonitrile). The product is BrC=1C=CC(=NC1)NC(OC(C)(C)C)=O (tert-butyl N-(5-bromo-2-pyridyl)carbamate). RXN SMILES: [Br:1][C:2]1[CH:3]=[CH:4][C:5]([NH2:8])=[N:6][CH:7]=1.BrC1C=CC(OC)=C(N[C:17](=[O:23])[O:18][C:19]([CH3:22])([CH3:21])[CH3:20])C=1.C(OCC)(=O)C.CCCCCCC.CO[C@@H]1[C@@H](C(OC)=O)[C@@H]2[C@@H](CN3[C@H](C2)C2NC4C=C(OC)C=CC=4C=2CC3)C[C@H]1OC(C1C=C(OC)C(OC)=C(OC)C=1)=O>C(#N)C>[Br:1][C:2]1[CH:3]=[CH:4][C:5]([NH:8][C:17](=[O:23])[O:18][C:19]([CH3:22])([CH3:21])[CH3:20])=[N:6][CH:7]=1 |f:2.3|. Procedure details: The compound was prepared from 5-bromo-2-pyridinamine in the manner described for compound (2): 1H NMR (DMSO-d6, 400 MHz) δ 9.96 (s, 1H), 8.49 (d, 1H), 7.93 (dd, 1H), 7.78 (d, 1H), 1.47 (s, 9H); TLC (ethyl acetate/heptane 5:95) Rf 0.28; RP-HPLC (Hypersil HyPurity Elite C18, 5 μm, 200 A, 250×4.6 mm; 25-100% acetonitrile-0.1 M ammonium acetate over 25 min, 1 ml/min) tr=18.50 min. Reactants: OCC=1C=C2C(=CNC2=CC1)CCCCN1CC2=C(CC1)C1=C(O2)C=CC=C1 (2-[4-(5-hydroxymethyl-3-indolyl)butyl]-1,2,3,4-tetrahydrobenzofuro[2,3-c]pyridine), CCOCC (ether). Reagents/catalysts: O=[Mn]=O (MnO2), O=[Mn]=O (MnO2). Run in C1CCOC1 (THF). The product is C(=O)C=1C=C2C(=CNC2=CC1)CCCCN1CC2=C(CC1)C1=C(O2)C=CC=C1 (2-[4-(5-formyl-3-indolyl)butyl]-1,2,3,4-tetrahydrobenzofuro[2,3-c]pyridine). As a reaction SMILES: [OH:1][CH2:2][C:3]1[CH:4]=[C:5]2[C:9](=[CH:10][CH:11]=1)[NH:8][CH:7]=[C:6]2[CH2:12][CH2:13][CH2:14][CH2:15][N:16]1[CH2:21][CH2:20][C:19]2[C:22]3[CH:28]=[CH:27][CH:26]=[CH:25][C:23]=3[O:24][C:18]=2[CH2:17]1.CCOCC>C1COCC1.O=[Mn]=O>[CH:2]([C:3]1[CH:4]=[C:5]2[C:9](=[CH:10][CH:11]=1)[NH:8][CH:7]=[C:6]2[CH2:12][CH2:13][CH2:14][CH2:15][N:16]1[CH2:21][CH2:20][C:19]2[C:22]3[CH:28]=[CH:27][CH:26]=[CH:25][C:23]=3[O:24][C:18]=2[CH2:17]1)=[O:1]. Procedure details: 37.4 g of 2-[4-(5-hydroxymethyl-3-indolyl)butyl]-1,2,3,4-tetrahydrobenzofuro[2,3-c]pyridine are dissolved in 1.6 l of THF, and 300 ml of ether are added. While stirring, 55 g of MnO2 are added. The mixture is stirred at 20° for 16 hours, a further 100 g of MnO2 are added in portions, and the mixture is stirred at 20° for a further 100 hours. After filtration and the usual working up, 2-[4-(5-formyl-3-indolyl)butyl]-1,2,3,4-tetrahydrobenzofuro[2,3-c]pyridine is obtained. Reactants: O=C(CC1=NC2=C(C(O1)=O)C=CC=C2)C (2-(2-oxopropyl)-4H-3,1-benzoxazin-4-one), Cl.Cl.N(N)C=1C=NC=CC1 (3-hydrazinopyridine dihydrochloride), C(C)(=O)[O-].[Na+] (sodium acetate). Run in C(C)O (ethanol). Product: CC1=NN(C(=C1)NC1=C(C(=O)O)C=CC=C1)C=1C=NC=CC1 (2-[[3-Methyl-1-(3-pyridinyl)-1H-pyrazol-5-yl]amino]benzoic acid). The yield is 68.6%. RXN SMILES: O=[C:2]([CH3:15])[CH2:3][C:4]1[O:9][C:8](=[O:10])[C:7]2[CH:11]=[CH:12][CH:13]=[CH:14][C:6]=2[N:5]=1.Cl.Cl.[NH:18]([C:20]1[CH:21]=[N:22][CH:23]=[CH:24][CH:25]=1)[NH2:19].C([O-])(=O)C.[Na+]>C(O)C>[CH3:15][C:2]1[CH:3]=[C:4]([NH:5][C:6]2[CH:14]=[CH:13][CH:12]=[CH:11][C:7]=2[C:8]([OH:9])=[O:10])[N:18]([C:20]2[CH:21]=[N:22][CH:23]=[CH:24][CH:25]=2)[N:19]=1 |f:1.2.3,4.5|. Procedure details: A solution of 2-(2-oxopropyl)-4H-3,1-benzoxazin-4-one (10.2 g, 50.0 mmol), 3-hydrazinopyridine dihydrochloride (9.10 g, 50.0 mmol) and sodium acetate (9.84 g, 120 mmol) in ethanol (100 mL) was heated under reflux for 1 hour. The solution was cooled to room temperature, and the reaction solvent was evaporated under reduced pressure. The residue was poured into water, and organic matter was extracted with a mixed solvent of chloroform/methanol. The extract was washed with saturated brine and dried...